This data is from the Open Reaction Database (ORD), a public repository of structured organic reaction records. The task is: describe an organic reaction: reactants, conditions, products, and yield Starting materials: CC(C)C[Al+]CC(C)C, COC(=O)CCc1cnoc1-c1ccc(C)cc1, [H-], C1CCOC1. The product is Cc1ccc(-c2oncc2CCCO)cc1. Reaction SMILES: [CH2:20]([Al+:21][CH2:22][CH:23]([CH3:24])[CH3:25])[CH:26]([CH3:27])[CH3:28].[CH3:1][c:2]1[cH:3][cH:4][c:5](-[c:8]2[c:9]([CH2:13][CH2:14][C:15](=[O:16])[O:17][CH3:18])[cH:10][n:11][o:12]2)[cH:6][cH:7]1.[H-:19].[O:29]1[CH2:30][CH2:31][CH2:32][CH2:33]1>>[CH3:1][c:2]1[cH:3][cH:4][c:5](-[c:8]2[c:9]([CH2:13][CH2:14][CH2:15][OH:16])[cH:10][n:11][o:12]2)[cH:6][cH:7]1. The reactants are C(CC)(=O)OC1=C(C(=C(C(=C1)Cl)OC1=CC(=C(C=C1)N)Br)Cl)CC (Ethyl(3,5-dichloro-4-[4-amino-3-bromophenoxy]phenyl) propionate), ClC(C(=O)Cl)C (2-chloropropionyl chloride). Yields the product C(CC)(=O)OC1=C(C(=C(C(=C1)Cl)OC1=CC(=C(C=C1)NC(C(C)Cl)=O)Br)Cl)CC (ethyl(3,5-dichloro-4-[3-bromo-4-(2-chloropropionamido)phenoxy]phenyl) propionate). Yield: 93.1%. Reaction SMILES: [C:1]([O:5][C:6]1[CH:11]=[C:10]([Cl:12])[C:9]([O:13][C:14]2[CH:19]=[CH:18][C:17]([NH2:20])=[C:16]([Br:21])[CH:15]=2)=[C:8]([Cl:22])[C:7]=1[CH2:23][CH3:24])(=[O:4])[CH2:2][CH3:3].[Cl:25][CH:26]([CH3:30])[C:27](Cl)=[O:28]>>[C:1]([O:5][C:6]1[CH:11]=[C:10]([Cl:12])[C:9]([O:13][C:14]2[CH:19]=[CH:18][C:17]([NH:20][C:27](=[O:28])[CH:26]([Cl:25])[CH3:30])=[C:16]([Br:21])[CH:15]=2)=[C:8]([Cl:22])[C:7]=1[CH2:23][CH3:24])(=[O:4])[CH2:2][CH3:3]. Reported procedure: Ethyl(3,5-dichloro-4-[4-amino-3-bromophenoxy]phenyl) propionate (80 mg) was coupled with 2-chloropropionyl chloride (30 mg), using the method described in Example 1(h). After purification on column (silica gel, ethyl acetate/petrolium ether, 1:9), 90 mg of ethyl(3,5-dichloro-4-[3-bromo-4-(2-chloropropionamido)phenoxy]phenyl) propionate was obtained, which was hydrolysed using the method described in Example 1(i). This gave 30 mg of 3,5-dichloro-4-(3-bromo-4-[2-chloropropionamido]phenoxy)phenylpr... Starting materials: [BH4-], Brc1ccc2c(c1)NCC2, CC(=O)O, CC(Cl)Cl, O=C1CCN(CCc2ccc(F)cc2)CC1, [Na+]. The product is Fc1ccc(CCN2CCC(N3CCc4ccc(Br)cc43)CC2)cc1. As a reaction SMILES: [BH4-:1].[Br:3][c:4]1[cH:5][cH:6][c:7]2[c:11]([cH:12]1)[NH:10][CH2:9][CH2:8]2.[CH3:33][C:34](=[O:35])[OH:36].[Cl:29][CH:30]([Cl:31])[CH3:32].[F:13][c:14]1[cH:15][cH:16][c:17]([CH2:18][CH2:19][N:20]2[CH2:21][CH2:22][C:23](=[O:26])[CH2:24][CH2:25]2)[cH:27][cH:28]1.[Na+:2]>>[Br:3][c:4]1[cH:5][cH:6][c:7]2[c:11]([cH:12]1)[N:10]([CH:23]1[CH2:22][CH2:21][N:20]([CH2:19][CH2:18][c:17]3[cH:16][cH:15][c:14]([F:13])[cH:28][cH:27]3)[CH2:25][CH2:24]1)[CH2:9][CH2:8]2. Starting materials: C(C)(C)OC=1C=C(C=CC1[N+](=O)[O-])N1CCN(CC1)C(C)=O (1-(4-(3-isopropoxy-4-nitrophenyl)piperazin-1-yl)ethanone). Reagents/catalysts: [Pd] (Pd/C). Run in C(C)O (ethanol). Run at time 2 hour. Product: NC1=C(C=C(C=C1)N1CCN(CC1)C(C)=O)OC(C)C (1-(4-(4-amino-3-isopropoxyphenyl)piperazin-1-yl)ethanone). RXN SMILES: [CH:1]([O:4][C:5]1[CH:6]=[C:7]([N:14]2[CH2:19][CH2:18][N:17]([C:20](=[O:22])[CH3:21])[CH2:16][CH2:15]2)[CH:8]=[CH:9][C:10]=1[N+:11]([O-])=O)([CH3:3])[CH3:2]>C(O)C.[Pd]>[NH2:11][C:10]1[CH:9]=[CH:8][C:7]([N:14]2[CH2:19][CH2:18][N:17]([C:20](=[O:22])[CH3:21])[CH2:16][CH2:15]2)=[CH:6][C:5]=1[O:4][CH:1]([CH3:3])[CH3:2]. Reported procedure: The compound prepared in Step 2 was dissolved in ethanol, added with 10% Pd/C and stirred under hydrogen atmosphere for 2 hours. Upon completion of the reaction, the Pd/C in the reaction mixture was removed using celite and the solvent was removed under reduced pressure. The thus obtained compound was used in the subsequent reaction without further purification. The reactants are BrN1C(CCC1=O)=O (N-Bromosuccinimide), OC1=C(C=NC2=C(C=C(C=C12)C)[N+](=O)[O-])C(=O)OCC (ethyl 4-hydroxy-6-methyl-8-nitro-3-quinolinecarboxylate). Run in ClCCCl (1,2 dichloroethane). Product: BrCC=1C=C2C(=C(C=NC2=C(C1)[N+](=O)[O-])C(=O)OCC)O (ethyl 6-bromomethyl-4-hydroxy-8-nitro-3-quinolinecarboxylate). As a reaction SMILES: [Br:1]N1C(=O)CCC1=O.[OH:9][C:10]1[C:19]2[C:14](=[C:15]([N+:21]([O-:23])=[O:22])[CH:16]=[C:17]([CH3:20])[CH:18]=2)[N:13]=[CH:12][C:11]=1[C:24]([O:26][CH2:27][CH3:28])=[O:25]>ClCCCl>[Br:1][CH2:20][C:17]1[CH:18]=[C:19]2[C:14](=[C:15]([N+:21]([O-:23])=[O:22])[CH:16]=1)[N:13]=[CH:12][C:11]([C:24]([O:26][CH2:27][CH3:28])=[O:25])=[C:10]2[OH:9]. Procedure: N-Bromosuccinimide (3.52 g) is added to a solution of ethyl 4-hydroxy-6-methyl-8-nitro-3-quinolinecarboxylate (2.76 g) in 1,2 dichloroethane (250 mL). The refluxing solution is irradiated with a sun lamp (625 watt) for 20 min. The crude ethyl 6-bromomethyl-4-hydroxy-8-nitro-3-quinolinecarboxylate thus formed is reacted with morpholine (5 mL). After evaporation, the product is partitioned between ethyl acetate and water. Evaporation of the ethyl acetate gives a solid, which is dissolved in chloro... Starting materials: C(#N)C=1C(=CC(=C(C1)NC1=NN2C(C(=N1)NC1CC1)=NC=C2C#N)F)F (2-((5-cyano-2,4-difluorophenyl)amino)-4-(cyclopropylamino)imidazo[2,1-f][1,2,4]triazine-7-carbonitrile), O1CCN(CC1)CCO (2-morpholinoethanol). The product is C(#N)C=1C(=CC(=C(C1)NC1=NN2C(C(=N1)NC1CC1)=NC=C2C#N)OCCN2CCOCC2)F (2-((5-cyano-4-fluoro-2-(2-morpholinoethoxy)phenyl)amino)-4-(cyclopropylamino)imidazo[2,1-f][1,2,4]triazine-7-carbonitrile), product. Yield: 34.0%. As a reaction SMILES: [C:1]([C:3]1[C:4]([F:26])=[CH:5][C:6](F)=[C:7]([NH:9][C:10]2[N:15]=[C:14]([NH:16][CH:17]3[CH2:19][CH2:18]3)[C:13]3=[N:20][CH:21]=[C:22]([C:23]#[N:24])[N:12]3[N:11]=2)[CH:8]=1)#[N:2].[O:27]1[CH2:32][CH2:31][N:30]([CH2:33][CH2:34][OH:35])[CH2:29][CH2:28]1>>[C:1]([C:3]1[C:4]([F:26])=[CH:5][C:6]([O:35][CH2:34][CH2:33][N:30]2[CH2:31][CH2:32][O:27][CH2:28][CH2:29]2)=[C:7]([NH:9][C:10]2[N:15]=[C:14]([NH:16][CH:17]3[CH2:18][CH2:19]3)[C:13]3=[N:20][CH:21]=[C:22]([C:23]#[N:24])[N:12]3[N:11]=2)[CH:8]=1)#[N:2]. Reported procedure: The title compound was obtained as the major product (34% yield) from the reaction between 2-((5-cyano-2,4-difluorophenyl)amino)-4-(cyclopropylamino)imidazo[2,1-f][1,2,4]triazine-7-carbonitrile (Example 414) and 2-morpholinoethanol according to the procedure described in Example 419. Reactants: FC(C(F)F)(OC=1C=C(C=CC1)C)F (3-(1,1,2,2-tetrafluoroethoxy)toluene), BrN1C(CCC1=O)=O (N-bromosuccinimide), N(=NC(C#N)(C)C)C(C#N)(C)C (2,2′-azobis(isobutyronitrile)), FC=1C=C(C=CC1)C(CC(=O)OCC)=O (ethyl 3-(3-fluorophenyl)-3-oxopropanoate), [H-].[Na+] (sodium hydride), FC(C(F)F)(OC=1C=C(C=CC1)CBr)F (3-(1,1,2,2-tetrafluoroethoxy)-α-bromotoluene). Solvent: C(C)(=O)OCC (ethyl acetate), O (water), COCCOC (1,2-dimethoxyethane), COCCOC (1,2-dimethoxyethane). Reaction conditions: time 30 minute. Product: FC=1C=C(C=CC1)C(C(C(=O)OCC)CC1=CC(=CC=C1)OC(C(F)F)(F)F)=O (ethyl 3-(3-fluorophenyl)-3-oxo-2-[3-(1,1,2,2-tetrafluoroethoxy)benzyl]propanoate). RXN SMILES: [F:1][C:2]([F:14])([O:6][C:7]1[CH:8]=[C:9]([CH3:13])[CH:10]=[CH:11][CH:12]=1)[CH:3]([F:5])[F:4].BrN1C(=O)CCC1=O.N(C(C)(C)C#N)=NC(C)(C)C#N.[F:35][C:36]1[CH:37]=[C:38]([C:42](=[O:49])[CH2:43][C:44]([O:46][CH2:47][CH3:48])=[O:45])[CH:39]=[CH:40][CH:41]=1.[H-].[Na+].FC(F)(OC1C=C(CBr)C=CC=1)C(F)F>C(OCC)(=O)C.COCCOC.O>[F:35][C:36]1[CH:37]=[C:38]([C:42](=[O:49])[CH:43]([CH2:13][C:9]2[CH:10]=[CH:11][CH:12]=[C:7]([O:6][C:2]([F:14])([F:1])[CH:3]([F:4])[F:5])[CH:8]=2)[C:44]([O:46][CH2:47][CH3:48])=[O:45])[CH:39]=[CH:40][CH:41]=1 |f:4.5|. Procedure details: To a solution of 3-(1,1,2,2-tetrafluoroethoxy)toluene (8.91 g, 42.8 mmol) in ethyl acetate (100 ml) were added N-bromosuccinimide (8.35 g, 46.9 mmol) and 2,2′-azobis(isobutyronitrile) (335 mg, 2.04 mmol), and the mixture was heated under reflux for 5 hrs. The reaction solution was concentrated and the crystals were filtered with hexane. The filtrate was concentrated to prepare 3-(1,1,2,2-tetrafluoroethoxy)-a-bromotoluene. To a solution of ethyl 3-(3-fluorophenyl)-3-oxopropanoate (8.57 g, 40.8 mm...